The task is: describe an organic reaction: reactants, conditions, products, and yield. This data is from the Open Reaction Database (ORD), a public repository of structured organic reaction records. Starting materials: [BH4-], [Li+], C1CCOC1, COC(=O)c1c(OC)cccc1Oc1ccc(COCc2ccc(C3=CC(=O)NS3(=O)=O)cc2)cc1. Yields the product COC(=O)c1c(OC)cccc1Oc1ccc(COCc2ccc(C3CC(=O)NS3(=O)=O)cc2)cc1. RXN SMILES: [BH4-:1].[Li+:2].[O:39]1[CH2:40][CH2:41][CH2:42][CH2:43]1.[O:3]=[S:4]1(=[O:38])[NH:5][C:6](=[O:37])[CH:7]=[C:8]1[c:9]1[cH:10][cH:11][c:12]([CH2:13][O:14][CH2:15][c:16]2[cH:17][cH:18][c:19]([O:20][c:21]3[c:22]([C:23](=[O:24])[O:25][CH3:26])[c:27]([O:31][CH3:32])[cH:28][cH:29][cH:30]3)[cH:33][cH:34]2)[cH:35][cH:36]1>>[O:3]=[S:4]1(=[O:38])[NH:5][C:6](=[O:37])[CH2:7][CH:8]1[c:9]1[cH:10][cH:11][c:12]([CH2:13][O:14][CH2:15][c:16]2[cH:17][cH:18][c:19]([O:20][c:21]3[c:22]([C:23](=[O:24])[O:25][CH3:26])[c:27]([O:31][CH3:32])[cH:28][cH:29][cH:30]3)[cH:33][cH:34]2)[cH:35][cH:36]1. The reactants are Cl.ClC=1C=CC2=C(C(N(CC(=N2)NCCC2=CC(=C(C=C2)OCC2=CC=CC=C2)OCC2=CC=CC=C2)C)=O)C1 (7-chloro-2-(3,4-dibenzyloxyphenethylamino)-3,4-dihydro-4-methyl-5H1,4-benzodiazepine-5-one hydrochloride), [H][H] (hydrogen). Reagents/catalysts: [Pd] (palladium on charcoal). Solvent: CO (methanol). Yields the product Cl.OC=1C=C(CCNC2=NC3=C(C(N(C2)C)=O)C=CC=C3)C=CC1O (3,4-dihydro-2-(3,4-dihydroxyphenethylamino)-4-methyl-5H-1,4-benzodiazepine-5-one hydrochloride). As a reaction SMILES: Cl.[Cl:2][C:3]1[CH:4]=[CH:5][C:6]2[N:12]=[C:11]([NH:13][CH2:14][CH2:15][C:16]3[CH:21]=[CH:20][C:19]([O:22]CC4C=CC=CC=4)=[C:18]([O:30]CC4C=CC=CC=4)[CH:17]=3)[CH2:10][N:9]([CH3:38])[C:8](=[O:39])[C:7]=2[CH:40]=1.[H][H]>[Pd].CO>[ClH:2].[OH:30][C:18]1[CH:17]=[C:16]([CH:21]=[CH:20][C:19]=1[OH:22])[CH2:15][CH2:14][NH:13][C:11]1[CH2:10][N:9]([CH3:38])[C:8](=[O:39])[C:7]2[CH:40]=[CH:3][CH:4]=[CH:5][C:6]=2[N:12]=1 |f:0.1,5.6|. Procedure details: A mixture of 11.34 g (0.0197m) of 7-chloro-2-(3,4-dibenzyloxyphenethylamino)-3,4-dihydro-4-methyl-5H1,4-benzodiazepine-5-one hydrochloride and 10% palladium on charcoal catalyst in 250 ml of absolute methanol is hydrogenated until no more hydrogen is absorbed. The catalyst is removed by filtration and the filtrate is concentrated to dryness in vacuo to give crude 3,4-dihydro-2-(3,4-dihydroxyphenethylamino)-4-methyl-5H-1,4-benzodiazepine-5-one hydrochloride hemi methanolate. Several recrystalliza... Product: N#Cc1ccc(C(=O)Nc2c(Cl)cc(C(F)(C(F)(F)F)C(F)(F)F)c(F)c2Cl)cc1[N+](=O)[O-]. Reactants: N#Cc1ccc(C(=O)O)cc1[N+](=O)[O-], Nc1c(Cl)cc(C(F)(C(F)(F)F)C(F)(F)F)c(F)c1Cl, ClCCl, c1ccncc1. As a reaction SMILES: [C:21](#[N:22])[c:23]1[c:24]([N+:32](=[O:33])[O-:34])[cH:25][c:26]([C:27](=[O:28])[OH:29])[cH:30][cH:31]1.[Cl:1][c:2]1[c:3]([NH2:20])[c:4]([Cl:19])[cH:5][c:6]([C:9]([C:10]([F:11])([F:12])[F:13])([C:14]([F:15])([F:16])[F:17])[F:18])[c:7]1[F:8].[Cl:41][CH2:42][Cl:43].[cH:35]1[cH:36][cH:37][n:38][cH:39][cH:40]1>>[Cl:1][c:2]1[c:3]([NH:20][C:27]([c:26]2[cH:25][c:24]([N+:32](=[O:33])[O-:34])[c:23]([C:21]#[N:22])[cH:31][cH:30]2)=[O:28])[c:4]([Cl:19])[cH:5][c:6]([C:9]([C:10]([F:11])([F:12])[F:13])([C:14]([F:15])([F:16])[F:17])[F:18])[c:7]1[F:8]. Procedure details: In a flame dried round-bottomed flask equipped with a magnetic stir bar and under inert atmosphere (N2), 2-formyl-oxazole-4-carboxylic acid ethyl ester (272 mg, 1.61 mmol) was dissolved in EtOH (5.0 mL). NaBH4 (112 mg, 2.84 mmol) was added portionwise at 0° C. and the reaction mixture stirred at 0° C. for 1 h. Sat. aq. NH4Cl was added and the mixture extracted with EA (5×10 mL). The combined org. extracts were dried over Na2SO4, filtered, and the solvents were removed under reduced pressure to g... Conditions: temperature 0 celsius, time 1 hour. The product is C(C)OC(=O)C=1N=C(OC1)CO (2-Hydroxymethyl-oxazole-4-carboxylic acid ethyl ester). The reactants are [NH4+].[Cl-] (NH4Cl), N#N (N2), C(C)OC(=O)C=1N=C(OC1)C=O (2-formyl-oxazole-4-carboxylic acid ethyl ester), [BH4-].[Na+] (NaBH4). Reaction SMILES: N#N.[CH2:3]([O:5][C:6]([C:8]1[N:9]=[C:10]([CH:13]=[O:14])[O:11][CH:12]=1)=[O:7])[CH3:4].[BH4-].[Na+].[NH4+].[Cl-]>CCO>[CH2:3]([O:5][C:6]([C:8]1[N:9]=[C:10]([CH2:13][OH:14])[O:11][CH:12]=1)=[O:7])[CH3:4] |f:2.3,4.5|. Solvent: CCO (EtOH).